From a dataset of the Open Reaction Database (ORD), a public repository of structured organic reaction records. describe an organic reaction: reactants, conditions, products, and yield Starting materials: C([O-])([O-])=O.[K+].[K+] (potassium carbonate), O.NN (Hydrazine monohydrate), CC1=C(N=C(O1)C1=CC=CC=C1)COC=1C=C(CON2C(C=3C(C2=O)=CC=CC3)=O)C=CC1 (N-[3-(5-methyl-2-phenyl-4-oxazolylmethoxy)benzyloxy]phthalimide), O1CCCC1 (tetrahydrofuran). Solvent: C(C)O (ethanol). The product is CC1=C(N=C(O1)C1=CC=CC=C1)COC=1C=C(CON)C=CC1 (3-(5-methyl-2-phenyl-4-oxazolylmethoxy)benzyloxyamine). Yield: 96.5%. Reaction SMILES: O.NN.[CH3:4][C:5]1[O:9][C:8]([C:10]2[CH:15]=[CH:14][CH:13]=[CH:12][CH:11]=2)=[N:7][C:6]=1[CH2:16][O:17][C:18]1[CH:19]=[C:20]([CH:34]=[CH:35][CH:36]=1)[CH2:21][O:22][N:23]1C(=O)C2=CC=CC=C2C1=O.O1CCCC1.C(=O)([O-])[O-].[K+].[K+]>C(O)C>[CH3:4][C:5]1[O:9][C:8]([C:10]2[CH:11]=[CH:12][CH:13]=[CH:14][CH:15]=2)=[N:7][C:6]=1[CH2:16][O:17][C:18]1[CH:19]=[C:20]([CH:34]=[CH:35][CH:36]=1)[CH2:21][O:22][NH2:23] |f:0.1,4.5.6|. Procedure: Hydrazine monohydrate (0.661 ml) was added to a solution of N-[3-(5-methyl-2-phenyl-4-oxazolylmethoxy)benzyloxy]phthalimide (3.00 g) in ethanol (25 ml)-tetrahydrofuran (25 ml) and heated under reflux for 3 hours. The reaction mixture was cooled to room temperature, an aqueous solution of potassium carbonate was added and extracted with ethyl acetate. The ethyl acetate layer was washed with an aqueous saturated solution of sodium chloride, dried (MgSO4) and concentrated. The remaining crystals we... Starting materials: NC1=C(C=CC(=C1)C)NC[C@@H]1CN(CCO1)C(=O)OC(C)(C)C ((R)-tert-butyl 2-((2-amino-4-methylphenylamino)methyl)morpholine-4-carboxylate), FC=1C=C(C(=O)O)C=C(C1C=O)F (3,5-difluoro-4-formylbenzoic acid), C(C)(=O)O (acetic acid). The solvent is CO (methanol). Run at time 1.5 hour. Product: C(C)(C)(C)OC(=O)N1C[C@H](OCC1)CN1C(=NC2=C1C=CC(=C2)C)C2=C(C=C(C(=O)O)C=C2F)F ((R)-4-(1-((4-(tert-butoxycarbonyl)morpholin-2-yl)methyl)-5-methyl-1H-benzo[d]imidazol-2-yl)-3,5-difluorobenzoic acid). Isolated yield 82.3%. RXN SMILES: [NH2:1][C:2]1[CH:7]=[C:6]([CH3:8])[CH:5]=[CH:4][C:3]=1[NH:9][CH2:10][C@H:11]1[O:16][CH2:15][CH2:14][N:13]([C:17]([O:19][C:20]([CH3:23])([CH3:22])[CH3:21])=[O:18])[CH2:12]1.[F:24][C:25]1[CH:26]=[C:27]([CH:31]=[C:32]([F:36])[C:33]=1[CH:34]=O)[C:28]([OH:30])=[O:29].C(O)(=O)C>CO>[C:20]([O:19][C:17]([N:13]1[CH2:14][CH2:15][O:16][C@H:11]([CH2:10][N:9]2[C:3]3[CH:4]=[CH:5][C:6]([CH3:8])=[CH:7][C:2]=3[N:1]=[C:34]2[C:33]2[C:32]([F:36])=[CH:31][C:27]([C:28]([OH:30])=[O:29])=[CH:26][C:25]=2[F:24])[CH2:12]1)=[O:18])([CH3:23])([CH3:22])[CH3:21]. Procedure details: A mixture of (R)-tert-butyl 2-((2-amino-4-methylphenylamino)methyl)morpholine-4-carboxylate (600 mg, 1.87 mmol), 3,5-difluoro-4-formylbenzoic acid (347 mg, 1.87 mmol) and acetic acid (0.534 ml, 9.33 mmol) in methanol (15.0 ml) was stirred for 1.5 hr at room temperature. The mixture was then concentrated under reduced pressure, and the residue was purified by silica gel flash chromatography, eluting with mixtures of EtOAc and heptane, to afford (R)-4-(1-((4-(tert-butoxycarbonyl)morpholin-2-yl)met... Product: C1(=CC=CC=C1)NC(=O)NC1=CC=CC=C1 (1,3-diphenylurea). As a reaction SMILES: [N+:1]([C:4]1[CH:9]=[CH:8][CH:7]=[CH:6][CH:5]=1)([O-])=O.C[N:11]([C:15]1[CH:20]=[CH:19][CH:18]=[CH:17][CH:16]=1)[C:12](=O)[O-:13]>>[C:4]1([NH:1][C:12]([NH:11][C:15]2[CH:20]=[CH:19][CH:18]=[CH:17][CH:16]=2)=[O:13])[CH:9]=[CH:8][CH:7]=[CH:6][CH:5]=1. Starting materials: [N+](=O)([O-])C1=CC=CC=C1 (nitrobenzene), [N+](=O)([O-])C1=CC=CC=C1 (nitrobenzene), CN(C([O-])=O)C1=CC=CC=C1 (methylcarbanilate). Reaction conditions: temperature 135 celsius, time 5 hour. Procedure: The experiment as described in Example 10 was repeated at a temperature of 110° C. using nitrobenzene (7.5 ml) and aniline (4 ml) as feed. Gas-liquid chromatography indicated that the initial amount of aniline had been converted completely and that 1,3-diphenylurea had been formed in high yield (90%, based on aniline. Methyl carbanilate had been obtained in 60% yield, based on nitrobenzene with a nitrobenzene conversion of about 70%). The reaction temperature was then raised to 135° C. and the r... Reactants: CNC(=O)C(=NOC)c1ccccc1CBr, O=C([O-])[O-], Cc1ccc(C)c(O)c1, [K+], [K+], CN(C)C=O, O. Product: CNC(=O)C(=NOC)c1ccccc1COc1cc(C)ccc1C. As a reaction SMILES: [Br:1][CH2:2][c:3]1[c:4]([C:9]([C:10](=[O:11])[NH:12][CH3:13])=[N:14][O:15][CH3:16])[cH:5][cH:6][cH:7][cH:8]1.[C:31](=[O:32])([O-:33])[O-:34].[CH3:22][c:23]1[c:24]([OH:30])[cH:25][c:26]([CH3:29])[cH:27][cH:28]1.[K+:35].[K+:36].[O:17]=[CH:18][N:19]([CH3:20])[CH3:21].[OH2:37]>>[CH2:2]([c:3]1[c:4]([C:9]([C:10](=[O:11])[NH:12][CH3:13])=[N:14][O:15][CH3:16])[cH:5][cH:6][cH:7][cH:8]1)[O:30][c:24]1[c:23]([CH3:22])[cH:28][cH:27][c:26]([CH3:29])[cH:25]1. The reactants are CCOC(=O)C1(NC(=O)c2cccc3c2CCCC3)C(C)c2ccccc2C1C, CCO, [K+], [OH-], O. RXN SMILES: [CH2:1]([CH3:2])[O:3][C:4](=[O:5])[C:6]1([NH:17][C:18](=[O:19])[c:20]2[cH:21][cH:22][cH:23][c:24]3[c:29]2[CH2:28][CH2:27][CH2:26][CH2:25]3)[CH:7]([CH3:16])[c:8]2[cH:9][cH:10][cH:11][cH:12][c:13]2[CH:14]1[CH3:15].[CH3:33][CH2:34][OH:35].[K+:31].[OH-:30].[OH2:32]>>[O:3]=[C:4]([OH:5])[C:6]1([NH:17][C:18](=[O:19])[c:20]2[cH:21][cH:22][cH:23][c:24]3[c:29]2[CH2:28][CH2:27][CH2:26][CH2:25]3)[CH:7]([CH3:16])[c:8]2[cH:9][cH:10][cH:11][cH:12][c:13]2[CH:14]1[CH3:15]. Product: CC1c2ccccc2C(C)C1(NC(=O)c1cccc2c1CCCC2)C(=O)O. The reactants are ClC1=C2C(=NC(=C1)C)C=NN2 (7-chloro-5-methyl-1H-pyrazolo(4,3-b)pyridine), CC(CN)=C (2-methylallylamine). Yields the product CC(CNC1=C2C(=NC(=C1)C)C=NN2)=C (7-(2-Methylallylamino)-5-methyl-1H-pyrazolo[4,3-b]pyridine). Reaction SMILES: Cl[C:2]1[CH:7]=[C:6]([CH3:8])[N:5]=[C:4]2[CH:9]=[N:10][NH:11][C:3]=12.[CH3:12][C:13](=[CH2:16])[CH2:14][NH2:15]>>[CH3:16][C:13](=[CH2:12])[CH2:14][NH:15][C:2]1[CH:7]=[C:6]([CH3:8])[N:5]=[C:4]2[CH:9]=[N:10][NH:11][C:3]=12. Procedure details: The title compound was prepared from 7-chloro-5-methyl-1H-pyrazolo[4,3-b]pyridine (D4) and 2-methylallylamine as a pale yellow solid, m.p. 161°-164°, by the method given in Example 1. Reactants: COc1cccc(NC2CCN(C(C)=O)CC2)c1, O=C([O-])[O-], CN(C)C=O, C=C(C)CCl, [K+], [K+]. Product: C=C(C)CN(c1cccc(OC)c1)C1CCN(C(C)=O)CC1. RXN SMILES: [C:1]([CH3:2])(=[O:3])[N:4]1[CH2:5][CH2:6][CH:7]([NH:10][c:11]2[cH:12][c:13]([O:17][CH3:18])[cH:14][cH:15][cH:16]2)[CH2:8][CH2:9]1.[C:24](=[O:25])([O-:26])[O-:27].[CH3:30][N:31]([CH3:32])[CH:33]=[O:34].[Cl:19][CH2:20][C:21](=[CH2:22])[CH3:23].[K+:28].[K+:29]>>[C:1]([CH3:2])(=[O:3])[N:4]1[CH2:5][CH2:6][CH:7]([N:10]([c:11]2[cH:12][c:13]([O:17][CH3:18])[cH:14][cH:15][cH:16]2)[CH2:22][C:21](=[CH2:20])[CH3:23])[CH2:8][CH2:9]1. The reactants are C1(=CC=CC=C1)SC1COC2=CC=C(C=C2C1=O)OCC1=NC2=CC=CC=C2C=C1 (3-Phenylthio-6-(2-quinolyl)methoxy-4-chromanone), [BH4-].[Na+] (sodium borohydride). Run in CO (methanol), O1CCCC1 (tetrahydrofuran). Product: C1(=CC=CC=C1)S[C@@H]1COC2=CC=C(C=C2[C@H]1O)OCC1=NC2=CC=CC=C2C=C1 (trans-3-Phenylthio-6-(2-quinolyl)methoxy-4-chromanol). Isolated yield 59.8%. RXN SMILES: [C:1]1([S:7][CH:8]2[C:17](=[O:18])[C:16]3[C:11](=[CH:12][CH:13]=[C:14]([O:19][CH2:20][C:21]4[CH:30]=[CH:29][C:28]5[C:23](=[CH:24][CH:25]=[CH:26][CH:27]=5)[N:22]=4)[CH:15]=3)[O:10][CH2:9]2)[CH:6]=[CH:5][CH:4]=[CH:3][CH:2]=1.[BH4-].[Na+]>CO.O1CCCC1>[C:1]1([S:7][C@H:8]2[C@H:17]([OH:18])[C:16]3[C:11](=[CH:12][CH:13]=[C:14]([O:19][CH2:20][C:21]4[CH:30]=[CH:29][C:28]5[C:23](=[CH:24][CH:25]=[CH:26][CH:27]=5)[N:22]=4)[CH:15]=3)[O:10][CH2:9]2)[CH:2]=[CH:3][CH:4]=[CH:5][CH:6]=1 |f:1.2|. Procedure: To a suspension of the title product of Example 63 (1.85 g, 0.00447 mol) in 70 ml of methanol at 0°-5° C. was added in portions 208 mg (0.00538 mol) of sodium borohydride. The reaction was warmed with stirring to room temperature, then diluted with 20 ml of tetrahydrofuran to obtain a homogeneous mixture, which, after stirring for 1.2 hours was concentrated in vacuo and the residue taken up in 400 ml ethyl acetate, washed with H2O and brine, dried over Na2SO4, and concentrated carried out by sil...